Dataset: the Open Reaction Database (ORD), a public repository of structured organic reaction records. Task: describe an organic reaction: reactants, conditions, products, and yield Starting materials: CCN=C=NCCCN(C)C, CCCC1OC1C(=O)O, ClCCl, NC1CC1. Yields the product CCCC1OC1C(=O)NC1CC1. RXN SMILES: [CH2:14]([N:15]=[C:16]=[N:17][CH2:18][CH2:19][CH2:20][N:21]([CH3:22])[CH3:23])[CH3:24].[CH2:1]([CH2:2][CH3:3])[CH:4]1[CH:5]([C:7](=[O:8])[OH:9])[O:6]1.[CH2:25]([Cl:26])[Cl:27].[CH:10]1([NH2:13])[CH2:11][CH2:12]1>>[CH2:1]([CH2:2][CH3:3])[CH:4]1[CH:5]([C:7](=[O:9])[NH:13][CH:10]2[CH2:11][CH2:12]2)[O:6]1. Reactants: C(C)(=O)NNC(C1=C(C=NC=C1)NC1=C(C=C(C=C1)I)F)=O (3-(2-Fluoro-4-iodo-phenylamino)-isonicotinic acid N′-acetyl-hydrazide), C1(=CC=CC=C1)P(C1=CC=CC=C1)C1=CC=CC=C1 (Triphenyl-phosphine), ClC(C#N)(Cl)Cl (Trichloro-acetonitrile). Run in CC(=O)N(C)C (DMA). Reaction conditions: temperature 100 celsius, time 4 hour. Yields the product FC1=C(C=CC(=C1)I)NC=1C=NC=CC1C=1OC(=NN1)NC ((2-Fluoro-4-iodo-phenyl)-[4-(5-methylamino-[1,3,4]oxadiazol-2-yl)-pyridin-3-yl]-amine). The yield is 25.6%. Reaction SMILES: [C:1]([NH:4][NH:5][C:6](=[O:22])[C:7]1[CH:12]=[CH:11][N:10]=[CH:9][C:8]=1[NH:13][C:14]1[CH:19]=[CH:18][C:17]([I:20])=[CH:16][C:15]=1[F:21])(=O)C.C1(P(C2C=CC=CC=2)C2C=CC=CC=2)C=CC=CC=1.ClC(Cl)(Cl)[C:44]#[N:45]>CC(N(C)C)=O>[F:21][C:15]1[CH:16]=[C:17]([I:20])[CH:18]=[CH:19][C:14]=1[NH:13][C:8]1[CH:9]=[N:10][CH:11]=[CH:12][C:7]=1[C:6]1[O:22][C:1]([NH:45][CH3:44])=[N:4][N:5]=1. Reported procedure: To a solution of 3-(2-Fluoro-4-iodo-phenylamino)-isonicotinic acid N′-acetyl-hydrazide (400 mg; 0.93 mmol; 1 eq) in DMA (5 mL), PS-Triphenyl-phosphine (1.22 g; 4.66 mmol; 5 eq), Trichloro-acetonitrile (269 mg; 1.86 mmol; 2 eq) and DIEPA (0.49 mL; 2.8 mmol; 3 eq) were added. The reaction mixture was stirred at 100° C. for 4 hrs. The mixture was filtered and the solution was subjected to preparative HPLC to afford the product (98 mg). LC/MS (Method A) [5.03 min; 412(M+1)] The reactants are ( B ), C(CCC)N(CCCC)CCCC (tributylamine), C1(=CC=CC=C1)OC1=CC=CC=C1 (diphenyl ether), ( A ), BrC1=CC=C(C=C1)C=CC(=O)N=[N+]=[N-] (3-(4-bromophenyl)acryloyl azide), C1(=CC=CC=C1)OC1=CC=CC=C1 (diphenyl ether). Solvent: hexanes. Run at time 10 minute. Yields the product BrC1=CC=C2C=CNC(C2=C1)=O (7-Bromo-2H-isoquinolin-1-one). RXN SMILES: C([N:5]([CH2:10]CCC)CCCC)CCC.[Br:14][C:15]1[CH:20]=[CH:19][C:18]([CH:21]=[CH:22]C(N=[N+]=[N-])=O)=[CH:17][CH:16]=1.C1([O:34]C2C=CC=CC=2)C=CC=CC=1>>[Br:14][C:15]1[CH:16]=[C:17]2[C:18]([CH:21]=[CH:22][NH:5][C:10]2=[O:34])=[CH:19][CH:20]=1. Reported procedure: Preheated 2 separate oil baths to 240° C. A flask containing tributylamine (6.68 g, 36.1 mmol) and diphenyl ether (80 mL) was lowered into one oil bath (A), and a flask containing 3-(4-bromophenyl)acryloyl azide (7.91 g, 31.3 mmol) and diphenyl ether (80 mL) was lowered into the other oil bath (B) [vigorous gas evolution—internal temperature must quickly reach >200° C.]. After 10 minutes, the contents of flask B are poured into flask A, and the reaction left at 230-240° C. (internal temperature)... Reactants: N1CCCCC1 (piperidine), C(C=C)(=O)N (acrylamide). Run in CCO (EtOH). The product is N1(CCCCC1)CCC(=O)N (1-piperidinepropanamide). Isolated yield 75.0%. As a reaction SMILES: [NH:1]1[CH2:6][CH2:5][CH2:4][CH2:3][CH2:2]1.[C:7]([NH2:11])(=[O:10])[CH:8]=[CH2:9]>CCO>[N:1]1([CH2:9][CH2:8][C:7]([NH2:11])=[O:10])[CH2:6][CH2:5][CH2:4][CH2:3][CH2:2]1. Reported procedure: A solution of piperidine, 4-(diphenylmethylene) (0.10 mole) and acrylamide (8.95 g, 0.062 mole) in EtOH (50 ml) was refluxed overnight. This reaction mixture was filtered and concentrated. The resulting while solid residue was dissolved in CHCl3, washed with H2O (3×150 ml), dried (Na2SO4) and the solvent removed to give thick yellow oil. Crystallization from CH2Cl2 -i-Pr2O afforded 29.01 g (75%) of 1-piperidinepropanamide, 4-(diphenylmethylene)-; mp 105°-7° C. Reactants: N1=CC(=CC=C1)CC(=O)O (3-pyridylacetic acid), NC=1C(N(C(N(C1N)CCC1=CC=C(C=C1)[N+](=O)[O-])=O)CCC)=O (5,6-Diamino-1-[2-(4-nitrophenyl)ethyl]-3-propyluracil). Yields the product [N+](=O)([O-])C1=CC=C(C=C1)CCN1C(N(C(C=2NC(=NC12)CC=1C=NC=CC1)=O)CCC)=O (3-[2-(4-nitrophenyl)ethyl]-1-propyl-8-[(3-pyridyl)methyl]xanthine). RXN SMILES: [N:1]1[CH:6]=[CH:5][CH:4]=[C:3]([CH2:7][C:8](O)=O)[CH:2]=1.[NH2:11][C:12]1[C:13](=[O:34])[N:14]([CH2:31][CH2:32][CH3:33])[C:15](=[O:30])[N:16]([CH2:19][CH2:20][C:21]2[CH:26]=[CH:25][C:24]([N+:27]([O-:29])=[O:28])=[CH:23][CH:22]=2)[C:17]=1[NH2:18]>>[N+:27]([C:24]1[CH:25]=[CH:26][C:21]([CH2:20][CH2:19][N:16]2[C:17]3[N:18]=[C:8]([CH2:7][C:3]4[CH:2]=[N:1][CH:6]=[CH:5][CH:4]=4)[NH:11][C:12]=3[C:13](=[O:34])[N:14]([CH2:31][CH2:32][CH3:33])[C:15]2=[O:30])=[CH:22][CH:23]=1)([O-:29])=[O:28]. Procedure: By the method of Example 2, 3-pyridylacetic acid is reacted with 5,6-diamino-1-[2-(4-nitrophenyl)ethyl]-3-propyluracil (6) to yield 3-[2-(4-nitrophenyl)ethyl]-1-propyl-8-[(3-pyridyl)methyl]xanthine. By methods well known in the art, 3-[2-(4-nitrophenyl)ethyl]-1-propyl-8-[(3-pyridyl)methyl]xanthine is reduced with hydrazine hydrate or hydrogen gas in the presence of a palladium catalyst to yield 3-[2-(4-aminophenyl)ethyl]-1-propyl-8-[(3-pyridyl)methyl]xanthine.